Dataset: the Open Reaction Database (ORD), a public repository of structured organic reaction records. Task: describe an organic reaction: reactants, conditions, products, and yield Reactants: CI, [H-], [K+], O=[Mn](=O)(=O)[O-], [Na+], O, Cc1c2c(c(C=O)n1-c1ccccc1)C(C)(C#N)CC2(C)C, Cc1c2c(c(C(=O)O)n1-c1ccccc1)C(C)(C#N)CC2(C)C, c1ccncc1. Yields the product COC(=O)c1c2c(c(C)n1-c1ccccc1)C(C)(C)CC2(C)C#N. RXN SMILES: [CH3:54][I:55].[H-:52].[K+:28].[Mn:23]([O-:24])(=[O:25])(=[O:26])=[O:27].[Na+:53].[OH2:56].[c:1]1(-[n:7]2[c:8]([CH3:22])[c:9]3[c:10]([c:11]2[CH:12]=[O:13])[C:14]([C:19]#[N:20])([CH3:21])[CH2:15][C:16]3([CH3:17])[CH3:18])[cH:2][cH:3][cH:4][cH:5][cH:6]1.[c:29]1(-[n:30]2[c:31]([C:40]([OH:32])=[O:41])[c:33]3[c:44]([c:45]2[CH3:46])[C:39]([CH3:42])([CH3:43])[CH2:38][C:34]3([CH3:35])[C:36]#[N:37])[cH:47][cH:48][cH:49][cH:50][cH:51]1.[cH:57]1[cH:58][cH:59][n:60][cH:61][cH:62]1>>[c:1]1(-[n:7]2[c:8]([CH3:22])[c:9]3[c:10]([c:11]2[C:12](=[O:13])[O:41][CH3:40])[C:14]([C:19]#[N:20])([CH3:21])[CH2:15][C:16]3([CH3:17])[CH3:18])[cH:2][cH:3][cH:4][cH:5][cH:6]1. Starting materials: ClCC1=C(N=C(S1)C1=CC=C(C=C1)C(F)(F)F)C (5-chloromethyl-4-methyl-2-(4-trifluoromethyl-phenyl)-thiazole), C([O-])([O-])=O.[Cs+].[Cs+] (cesium carbonate), [I-].[K+] (potassium iodide), COC(C(CCCCC)CC1=C(C=C(C=C1)O)C)=O ([rac]-2-(4-hydroxy-2-methyl-benzyl)-heptanoic acid methyl ester). Product: COC(C(CCCCC)CC1=C(C=C(C=C1)OCC1=C(N=C(S1)C1=CC=C(C=C1)C(F)(F)F)C)C)=O ([rac]-2-{2-methyl-4-(4-methyl-2-(4-trifluoromethyl-phenyl)-thiazol-5-ylmethoxy]-benzyl}-heptanoic acid methyl ester). RXN SMILES: [CH3:1][O:2][C:3](=[O:19])[CH:4]([CH2:10][C:11]1[CH:16]=[CH:15][C:14]([OH:17])=[CH:13][C:12]=1[CH3:18])[CH2:5][CH2:6][CH2:7][CH2:8][CH3:9].Cl[CH2:21][C:22]1[S:26][C:25]([C:27]2[CH:32]=[CH:31][C:30]([C:33]([F:36])([F:35])[F:34])=[CH:29][CH:28]=2)=[N:24][C:23]=1[CH3:37].C(=O)([O-])[O-].[Cs+].[Cs+].[I-].[K+]>>[CH3:1][O:2][C:3](=[O:19])[CH:4]([CH2:10][C:11]1[CH:16]=[CH:15][C:14]([O:17][CH2:21][C:22]2[S:26][C:25]([C:27]3[CH:28]=[CH:29][C:30]([C:33]([F:36])([F:34])[F:35])=[CH:31][CH:32]=3)=[N:24][C:23]=2[CH3:37])=[CH:13][C:12]=1[CH3:18])[CH2:5][CH2:6][CH2:7][CH2:8][CH3:9] |f:2.3.4,5.6|. Reported procedure: In analogy to the procedure described in example 14 b], [rac]-2-(4-hydroxy-2-methyl-benzyl)-heptanoic acid methyl ester was reacted with 5-chloromethyl-4-methyl-2-(4-trifluoromethyl-phenyl)-thiazole [PCT Int. Appl. (2002), WO 0292590 A1] in the presence of cesium carbonate and potassium iodide to yield [rac]-2-{2-methyl-4-(4-methyl-2-(4-trifluoromethyl-phenyl)-thiazol-5-ylmethoxy]-benzyl}-heptanoic acid methyl ester as colorless oil. Reactants: CCOC(=O)CC1CCN(c2ccc([N+](=O)[O-])cc2)CC1, C1CCOC1, [H][H]. Yields the product CCOC(=O)CC1CCN(c2ccc(N)cc2)CC1. As a reaction SMILES: [CH2:1]([CH3:2])[O:3][C:4]([CH2:5][CH:6]1[CH2:7][CH2:8][N:9]([c:12]2[cH:13][cH:14][c:15]([N+:18]([O-:19])=[O:20])[cH:16][cH:17]2)[CH2:10][CH2:11]1)=[O:21].[CH2:24]1[O:25][CH2:26][CH2:27][CH2:28]1.[H:22][H:23]>>[CH2:1]([CH3:2])[O:3][C:4]([CH2:5][CH:6]1[CH2:7][CH2:8][N:9]([c:12]2[cH:13][cH:14][c:15]([NH2:18])[cH:16][cH:17]2)[CH2:10][CH2:11]1)=[O:21]. The reactants are C(CCC)[Li] (n-butyllithium), solution, C(C1=CC=CC=C1)(=O)C1C(NC1)=O (3(R,S)-benzoylazetidinone), C(#C)C1=CC=CC=C1 (ethynylbenzene). The solvent is CCCCCC (hexane), C1CCOC1 (THF), C1CCOC1 (THF). Conditions: temperature -78 celsius, time 30 minute. The product is C1(=CC=CC=C1)C#CC1C(NC1)=O (3(R,S)-Phenylethynylazetidinone). Reaction SMILES: [C:1]([C:3]1[CH:8]=[CH:7][CH:6]=[CH:5][CH:4]=1)#[CH:2].C([Li])CCC.C([CH:22]1[CH2:25][NH:24][C:23]1=[O:26])(=O)C1C=CC=CC=1>CCCCCC.C1COCC1>[C:3]1([C:1]#[C:2][CH:22]2[CH2:25][NH:24][C:23]2=[O:26])[CH:8]=[CH:7][CH:6]=[CH:5][CH:4]=1. Reported procedure: To a 500 mL, three necked round bottomed flash with a stirring bar, low temperature thermometer, argon inlet and a septum was added dry THF (100 mL) and ethynylbenzene (60 mmol, 6.1 mL). This solution was cooled to -78° C. and n-butyllithium (60 mmol, 24 mL of a 2.5M solution in hexane) was added with a syringe at such a rate that the temperature was maintained below -50° C. When the addition was complete, the solution was aged 30 min then a solution of 3(R,S)-benzoylazetidinone (15 mmol, 2.87 g... The reactants are C(CCCCCCC)C(CO)CO (2-n-octylpropane-1,3-diol), OC1=CC=C(C=O)C=C1 (4-hydroxybenzaldehyde), C1=CC=CC=C1 (benzene), C1(=CC=C(C=C1)S(=O)(=O)O)C (4-toluenesulfonic acid). The solvent is O (water). The product is C(CCCCCCC)C1COC(OC1)C1=CC=C(C=C1)O (p-(5-n-octyl-1,3-dioxan-2-yl)phenol). Isolated yield 45.7%. As a reaction SMILES: [CH2:1]([CH:9]([CH2:12][OH:13])[CH2:10][OH:11])[CH2:2][CH2:3][CH2:4][CH2:5][CH2:6][CH2:7][CH3:8].[OH:14][C:15]1[CH:22]=[CH:21][C:18]([CH:19]=O)=[CH:17][CH:16]=1.C1C=CC=CC=1.C1(C)C=CC(S(O)(=O)=O)=CC=1>O>[CH2:1]([CH:9]1[CH2:10][O:11][CH:19]([C:18]2[CH:21]=[CH:22][C:15]([OH:14])=[CH:16][CH:17]=2)[O:13][CH2:12]1)[CH2:2][CH2:3][CH2:4][CH2:5][CH2:6][CH2:7][CH3:8]. Procedure: A mixture of 2-n-octylpropane-1,3-diol (5.64 g, 0.03 m), 4-hydroxybenzaldehyde (3.66 g, 0.03 m), benzene (60 ml) and a catalytic amount of 4-toluenesulfonic acid was azeotropically refluxed until no more water was collected (about 16 hours). The solvent was evaporated and the residue was crystallized from 50% aqueous ethanol to yield p-(5-n-octyl-1,3-dioxan-2-yl)phenol (4 g, 48%) mp 96°-97° C. The reactants are ClC1=CC(=NC2=CC=C(C=C12)C=O)N1CCS(C2=C(C1)C=CC=C2)(=O)=O (4-chloro-2-(1,1-dioxido-2,3-dihydro-1,4-benzothiazepin-4(5H)-yl)-quinoline-6-carbaldehyde), C[Mg]Br (methyl magnesium bromide). Solvent: O1CCCC1 (tetrahydrofuran), O1CCCC1 (tetrahydrofuran). Reaction conditions: time 20 minute. Product: ClC1=CC(=NC2=CC=C(C=C12)C(C)O)N1CCS(C2=C(C1)C=CC=C2)(=O)=O (1-[4-Chloro-2-(1,1-dioxido-2,3-dihydro-1,4-benzothiazepin-4(5H)-yl)quinolin-6-yl]ethanol). The yield is 96.0%. Reaction SMILES: [Cl:1][C:2]1[C:11]2[C:6](=[CH:7][CH:8]=[C:9]([CH:12]=[O:13])[CH:10]=2)[N:5]=[C:4]([N:14]2[CH2:20][C:19]3[CH:21]=[CH:22][CH:23]=[CH:24][C:18]=3[S:17](=[O:26])(=[O:25])[CH2:16][CH2:15]2)[CH:3]=1.[CH3:27][Mg]Br>O1CCCC1>[Cl:1][C:2]1[C:11]2[C:6](=[CH:7][CH:8]=[C:9]([CH:12]([OH:13])[CH3:27])[CH:10]=2)[N:5]=[C:4]([N:14]2[CH2:20][C:19]3[CH:21]=[CH:22][CH:23]=[CH:24][C:18]=3[S:17](=[O:26])(=[O:25])[CH2:16][CH2:15]2)[CH:3]=1. Procedure details: To a cooled solution of 4-chloro-2-(1,1-dioxido-2,3-dihydro-1,4-benzothiazepin-4(5H)-yl)-quinoline-6-carbaldehyde (100 mg, 0.26 mmol) in tetrahydrofuran (20 mL) was added a solution of methyl magnesium bromide in tetrahydrofuran (0.13 mL, 0.39 mmol, 3 M) at 0° C. dropwise. After being stirred for 20 minutes at the temperature below 12° C., the mixture was concentrated in vacuo. The residue was purified by preparative TLC to give 100 mg of the desired product (yield was 96%). Starting materials: O=C([O-])[O-], O=c1cc(OCc2ccccc2)cc[nH]1, CN(C)C=O, [I-], Ic1ccc(OC2CCCCO2)cc1, [K+], [K+], O. Yields the product O=c1cc(OCc2ccccc2)ccn1-c1ccc(OC2CCCCO2)cc1. As a reaction SMILES: [C:31](=[O:32])([O-:33])[O-:34].[CH2:1]([c:2]1[cH:3][cH:4][cH:5][cH:6][cH:7]1)[O:8][c:9]1[cH:10][c:11](=[O:15])[nH:12][cH:13][cH:14]1.[CH3:38][N:39]([CH3:40])[CH:41]=[O:42].[I-:30].[I:16][c:17]1[cH:18][cH:19][c:20]([O:23][CH:24]2[O:25][CH2:26][CH2:27][CH2:28][CH2:29]2)[cH:21][cH:22]1.[K+:35].[K+:36].[OH2:37]>>[CH2:1]([c:2]1[cH:3][cH:4][cH:5][cH:6][cH:7]1)[O:8][c:9]1[cH:10][c:11](=[O:15])[n:12](-[c:17]2[cH:18][cH:19][c:20]([O:23][CH:24]3[O:25][CH2:26][CH2:27][CH2:28][CH2:29]3)[cH:21][cH:22]2)[cH:13][cH:14]1. Reactants: C(C1=CC=CC=C1)OC1=C(NC(=NC1=O)CC1=C(C=CC=C1Cl)Cl)C(=O)O (5-benzyloxy-2-(2,6-dichlorobenzyl)-6-oxo-3,6-dihydro-pyrimidine-4-carboxylic acid), [Si](C)(C)(C(C)(C)C)OCCNC(C)C (N-(2-(tert-butyldimethylsilyloxy)ethyl)propan-2-amine), O=P(Cl)(Cl)Cl (POCl3). The solvent is N1=CC=CC=C1 (pyridine). Conditions: time 40 minute. Yields the product [Si](C)(C)(C(C)(C)C)OCCN(C(=O)C=1NC(=NC(C1OCC1=CC=CC=C1)=O)CC1=C(C=CC=C1Cl)Cl)C(C)C (5-benzyloxy-2-(2,6-dichlorobenzyl)-6-oxo-3,6-dihydro-pyrimidine-4-carboxylic acid [2-(tert-butyl-dimethylsilanyloxy)-ethyl]-isopropylamide). Isolated yield 56.9%. RXN SMILES: [CH2:1]([O:8][C:9]1[C:14](=[O:15])[N:13]=[C:12]([CH2:16][C:17]2[C:22]([Cl:23])=[CH:21][CH:20]=[CH:19][C:18]=2[Cl:24])[NH:11][C:10]=1[C:25]([OH:27])=O)[C:2]1[CH:7]=[CH:6][CH:5]=[CH:4][CH:3]=1.[Si:28]([O:35][CH2:36][CH2:37][NH:38][CH:39]([CH3:41])[CH3:40])([C:31]([CH3:34])([CH3:33])[CH3:32])([CH3:30])[CH3:29].O=P(Cl)(Cl)Cl>N1C=CC=CC=1>[Si:28]([O:35][CH2:36][CH2:37][N:38]([CH:39]([CH3:41])[CH3:40])[C:25]([C:10]1[NH:11][C:12]([CH2:16][C:17]2[C:18]([Cl:24])=[CH:19][CH:20]=[CH:21][C:22]=2[Cl:23])=[N:13][C:14](=[O:15])[C:9]=1[O:8][CH2:1][C:2]1[CH:7]=[CH:6][CH:5]=[CH:4][CH:3]=1)=[O:27])([C:31]([CH3:34])([CH3:33])[CH3:32])([CH3:30])[CH3:29]. Procedure: 5-(Benzyloxy)-2-(2,6-dichlorobenzyl)-6-oxo-3,6-dihydro-pyrimidine-4-carboxylic acid (62) (0.2 g, 494 μmol, Eq: 1.00) and N-(2-(tert-butyldimethylsilyloxy)ethyl)propan-2-amine (118 mg, 543 μmol, Eq: 1.1) were dissolved in pyridine (3 ml) and cooled in an ice/NaCl bath. POCl3 (227 mg, 138 μl, 1.48 mmol, Eq: 3) was added dropwise. After the addition was complete, stirring of the reaction mixture was continued at 0° C. for approx. 40 minutes. The reaction mixture was quenched with ice and extracted ...